describe an organic reaction: reactants, conditions, products, and yield From a dataset of the Open Reaction Database (ORD), a public repository of structured organic reaction records. The reactants are C[Mg]Br (Methylmagnesium bromide), solution, FC=1C(=C(C=O)C=C(C1OCC1=CC=CC=C1)F)OCC1=CC=CC=C1 (3,5-difluoro-2,4-dibenzyloxybenzaldehyde), CCOCC (ether), C(CC(O)(C(=O)O)CC(=O)O)(=O)O (citric acid). Conditions: temperature 0 celsius, time 1 hour. Yields the product FC=1C(=C(C=C(C1OCC1=CC=CC=C1)F)C(C)O)OCC1=CC=CC=C1 (1-(3,5-difluoro-2,4-dibenzyloxyphenyl)ethanol). RXN SMILES: C[Mg]Br.[F:4][C:5]1[C:6]([O:22][CH2:23][C:24]2[CH:29]=[CH:28][CH:27]=[CH:26][CH:25]=2)=[C:7]([CH:10]=[C:11]([F:21])[C:12]=1[O:13][CH2:14][C:15]1[CH:20]=[CH:19][CH:18]=[CH:17][CH:16]=1)[CH:8]=[O:9].[CH3:30]COCC.C(O)(=O)CC(CC(O)=O)(C(O)=O)O>>[F:4][C:5]1[C:6]([O:22][CH2:23][C:24]2[CH:25]=[CH:26][CH:27]=[CH:28][CH:29]=2)=[C:7]([CH:8]([OH:9])[CH3:30])[CH:10]=[C:11]([F:21])[C:12]=1[O:13][CH2:14][C:15]1[CH:20]=[CH:19][CH:18]=[CH:17][CH:16]=1. Procedure details: Methylmagnesium bromide (3.0M solution in ether, 1.1 eq) is added to a 0.4M solution of Compound 23 in ether (1.0 eq) at 0° C. The reaction is stirred at 0° C. for 1 hour, then warmed to 20° C. for an additional hour, and poured into 5 volumes of 1M citric acid solution. The resulting solution is extracted with ether (2×), washed with brine, dried over anhydrous MgSO4, and concentrated in vacuo. The residue is purified by chromatography on silica gel (Hex/EtOAc) to yield Compound 24. Starting materials: Cl (hydrochloric acid), CC=1C(=C(C(=O)O)C=C(C1)N)OC1=C(C=CC=C1F)F (methyl 5-amino-2-(2,6-difluorophenoxy)benzoic acid), N(=O)[O-].[Na+] (sodium nitrite), Cl (hydrochloric acid). Reagents/catalysts: [Cu](Cl)Cl (copper chloride). The solvent is O (water). Run at time 1 day. The product is ClC=1C=CC(=C(C(=O)O)C1)OC1=C(C=CC=C1F)F (5-Chloro-2-(2,6-difluorophenoxy)benzoic acid). The yield is 84.0%. RXN SMILES: C[C:2]1[C:3]([O:12][C:13]2[C:18]([F:19])=[CH:17][CH:16]=[CH:15][C:14]=2[F:20])=[C:4]([CH:8]=[C:9](N)[CH:10]=1)[C:5]([OH:7])=[O:6].N([O-])=O.[Na+].[ClH:25]>O.[Cu](Cl)Cl>[Cl:25][C:9]1[CH:10]=[CH:2][C:3]([O:12][C:13]2[C:18]([F:19])=[CH:17][CH:16]=[CH:15][C:14]=2[F:20])=[C:4]([CH:8]=1)[C:5]([OH:7])=[O:6] |f:1.2|. Reported procedure: To a solution of methyl 5-amino-2-(2,6-difluorophenoxy)benzoic acid (step 3, 234 mg, 0.88 mmol) in 6 N hydrochloric acid (2.6 mL) was added a solution of sodium nitrite (74 mg, 1.07 mmol) in water (0.5 mL) at 0° C. for 15 min. The mixture was added to a slurry of copper chloride (120 mg) in concentrated hydrochloric acid (1.2 mL). The mixture was stirred for 1 day at room temperature. The mixture was extracted with dichloromethane. The organic layer was purified by column chromatography on silic... Starting materials: [N+](=[N-])=CC(=O)OCC (ethyl diazoacetate), O1COCC(C1)O (1,3-dioxan-5-ol). Reagents/catalysts: CC(=O)O.CC(=O)O.CC(=O)O.CC(=O)O.[Rh].[Rh] (rhodium (II) acetate dimer). Solvent: CCCCCCC (heptane), ClCCl (dichloromethane). Conditions: time 4 hour. The product is C(C)OC(CC1COCOC1)=O ((1,3-Dioxan-5-yl)acetic acid ethyl ester). Yield: 41.3%. Reaction SMILES: [O:1]1[CH2:6][CH:5](O)[CH2:4][O:3][CH2:2]1.[N+](=[CH:10][C:11]([O:13][CH2:14][CH3:15])=[O:12])=[N-]>ClCCl.CCCCCCC.CC(O)=O.CC(O)=O.CC(O)=O.CC(O)=O.[Rh].[Rh]>[CH2:14]([O:13][C:11](=[O:12])[CH2:10][CH:5]1[CH2:6][O:1][CH2:2][O:3][CH2:4]1)[CH3:15] |f:4.5.6.7.8.9|. Procedure: To a solution of 1,3-dioxan-5-ol (1.04 g, 10.0 mmol) in dichloromethane (20 mL) is added rhodium (II) acetate dimer (10 mg) followed by ethyl diazoacetate (0.95 mL, 9.03 mmol). The reaction mixture is stirred at rt for 4 h. The reaction mixture is diluted with heptane and filtered. The filtrate is evaporated, and the residue is purified by chromatography on silica gel; elution with EtOAc:heptane (1:4) gives 0.65 g of the product 454. 1H NMR (CDCl3) δ 5.04 (s, 1 H), 4.89 (s, 1 H), 4.25-4.20 (m, 5... Reactants: ClC1=C(C=C(C=C1)Cl)S(=O)(=O)N=C=O (2,5-dichlorobenzenesulfonylisocyanate), NC1=C(C(=O)O)C=CC(=C1)Cl (2-amino-4-chlorobenzoic acid). Product: ClC1=CC=C2C(N(C(NC2=C1)=O)S(=O)(=O)C1=C(C=CC(=C1)Cl)Cl)=O (7-chloro-3-(2,5-dichlorobenzenesulfonyl)-2,4(1H,3H)-quinazolinedione). The yield is 59.1%. RXN SMILES: [Cl:1][C:2]1[CH:7]=[CH:6][C:5]([Cl:8])=[CH:4][C:3]=1[S:9]([N:12]=[C:13]=[O:14])(=[O:11])=[O:10].[NH2:15][C:16]1[CH:24]=[C:23]([Cl:25])[CH:22]=[CH:21][C:17]=1[C:18]([OH:20])=O>>[Cl:25][C:23]1[CH:24]=[C:16]2[C:17]([C:18](=[O:20])[N:12]([S:9]([C:3]3[CH:4]=[C:5]([Cl:8])[CH:6]=[CH:7][C:2]=3[Cl:1])(=[O:11])=[O:10])[C:13](=[O:14])[NH:15]2)=[CH:21][CH:22]=1. Procedure: 1.12 g (4.42 mmol) of 2,5-dichlorobenzenesulfonylisocyanate and 882 mg (4.42 mmol) of 2-amino-4-chlorobenzoic acid were treated in the same way as in Example 1 to obtain 1.06 g of the above-identified compound (yield 58.6%). Properties: colorless crystal, Melting point: 254°-256° C., PMR (δppm, DMSO-d6):7.17 (1H,s), 7.24 (1H,d), 7.71 (1H,d), 7.80-7.89 (2H,m), 8.18 (1H,s). The reactants are C1CCNCC1, C1COCCO1, C1CCOC1, C=CS(=O)(=O)N1CCN(c2nc(N3CCOCC3)nc(-n3c(C(F)F)nc4c(OC)cccc43)n2)CC1. Yields the product COc1cccc2c1nc(C(F)F)n2-c1nc(N2CCOCC2)nc(N2CCN(S(=O)(=O)CCN3CCCCC3)CC2)n1. RXN SMILES: [CH2:38]1[CH2:39][CH2:40][NH:41][CH2:42][CH2:43]1.[CH2:44]1[O:45][CH2:46][CH2:47][O:48][CH2:49]1.[CH2:50]1[O:51][CH2:52][CH2:53][CH2:54]1.[F:1][CH:2]([c:3]1[n:4][c:5]2[c:6]([n:7]1-[c:8]1[n:9][c:10]([N:20]3[CH2:21][CH2:22][N:23]([S:26](=[O:27])(=[O:28])[CH:29]=[CH2:30])[CH2:24][CH2:25]3)[n:11][c:12]([N:14]3[CH2:15][CH2:16][O:17][CH2:18][CH2:19]3)[n:13]1)[cH:31][cH:32][cH:33][c:34]2[O:35][CH3:36])[F:37]>>[F:1][CH:2]([c:3]1[n:4][c:5]2[c:6]([n:7]1-[c:8]1[n:9][c:10]([N:20]3[CH2:21][CH2:22][N:23]([S:26](=[O:27])(=[O:28])[CH2:29][CH2:30][N:41]4[CH2:40][CH2:39][CH2:38][CH2:43][CH2:42]4)[CH2:24][CH2:25]3)[n:11][c:12]([N:14]3[CH2:15][CH2:16][O:17][CH2:18][CH2:19]3)[n:13]1)[cH:31][cH:32][cH:33][c:34]2[O:35][CH3:36])[F:37].